From a dataset of the Open Reaction Database (ORD), a public repository of structured organic reaction records. describe an organic reaction: reactants, conditions, products, and yield Starting materials: C(C)(C)(C)OC(=O)N1[C@@H]([C@H](CC1)O[Si](C)(C)C(C)(C)C)C(NC1=CC=C(C2=CC=CC=C12)C#N)=O ((2S,3S)-3-(tert-Butyl-dimethyl-silanyloxy)-2-(4-cyano-naphthalen-1-ylcarbamoyl)-pyrrolidine-1-carboxylic acid tert-butyl ester). The solvent is C(Cl)Cl (CH2Cl2), C(=O)(C(F)(F)F)O (TFA), C(Cl)Cl (CH2Cl2). The product is C(#N)C1=CC=C(C2=CC=CC=C12)NC(=O)[C@H]1NCC[C@@H]1O ((2S,3S) 3-Hydroxy-pyrrolidine-2-carboxylic acid (4-cyano-naphthalen-1-yl)-amide). Yield: 63.2%. As a reaction SMILES: C(OC([N:8]1[CH2:12][CH2:11][C@H:10]([O:13][Si](C(C)(C)C)(C)C)[C@H:9]1[C:21](=[O:35])[NH:22][C:23]1[C:32]2[C:27](=[CH:28][CH:29]=[CH:30][CH:31]=2)[C:26]([C:33]#[N:34])=[CH:25][CH:24]=1)=O)(C)(C)C>C(Cl)Cl.C(O)(C(F)(F)F)=O>[C:33]([C:26]1[C:27]2[C:32](=[CH:31][CH:30]=[CH:29][CH:28]=2)[C:23]([NH:22][C:21]([C@@H:9]2[C@@H:10]([OH:13])[CH2:11][CH2:12][NH:8]2)=[O:35])=[CH:24][CH:25]=1)#[N:34]. Procedure details: A solution of 30C (700 mg, 1.4 mmol) in dry CH2Cl2 (2.8 ml) and TFA (2.8 ml) was stirred at RT for 4 days. The reaction mixture was diluted with CH2Cl2 (35 ml), concentrated to a syrup and stripped with toluene (35 ml) and ether (2×20 ml). The residual syrup was dissolved in water (7.0 ml), basified with 1.0 N NaHCO3 (5.0 ml) to pH 8.0, extracted with CH2Cl2 (2×100 ml) and the combined organic extracts were dried (Na2SO4) and concentrated. Purification by automated flash chromatography (35 g sil... The reactants are O=C(C(Br)CC12CC(c3ccccc31)c1ccccc12)N(CCO)Cc1ccccc1, [H-], [Na+], c1ccccc1. Yields the product O=C1C(CC23CC(c4ccccc42)c2ccccc23)OCCN1Cc1ccccc1. RXN SMILES: [CH2:1]([c:2]1[cH:3][cH:4][cH:5][cH:6][cH:7]1)[N:8]([C:9]([CH:10]([CH2:11][C:12]12[c:13]3[cH:14][cH:15][cH:16][cH:17][c:18]3[CH:19]([c:20]3[cH:21][cH:22][cH:23][cH:24][c:25]31)[CH2:26]2)[Br:27])=[O:28])[CH2:29][CH2:30][OH:31].[H-:32].[Na+:33].[cH:34]1[cH:35][cH:36][cH:37][cH:38][cH:39]1>>[CH2:1]([c:2]1[cH:3][cH:4][cH:5][cH:6][cH:7]1)[N:8]1[C:9](=[O:28])[CH:10]([CH2:11][C:12]23[c:13]4[cH:14][cH:15][cH:16][cH:17][c:18]4[CH:19]([c:20]4[cH:21][cH:22][cH:23][cH:24][c:25]42)[CH2:26]3)[O:31][CH2:30][CH2:29]1. Reactants: FC(C(=O)O)(F)F.FC=1C=C(CC(=O)N(CC)C2CCNCC2)C=CC1F (4-(N-((3,4-Difluorobenzyl)carbonyl)-N-ethylamino)piperidine trifluoroacetate), C(=O)[C@H]1CN(C[C@@H]1C1=CC=CC=C1)[C@@H](C(=O)OCC1=CC=C(C=C1)OC)C1CCCCC1 (2-(R)-(3-(R)-formyl-4-(S)-phenyl-pyrrolidin-1-yl)-2-(cyclohexyl)acetic acid, (4-methoxy)benzyl ester). Procedure: The title compound was prepared from 4-(N-((3,4-difluorobenzyl)carbonyl)-N-ethylamino)piperidine trifluoroacetate (40 mg, 0.1 mmol, from Step A) and 2-(R)-(3-(R)-formyl-4-(S)-phenyl-pyrrolidin-1-yl)-2-(cyclohexyl)acetic acid, 4-(methoxy)benzyl ester (25 mg, 0.06 mmol, Aldehyde 5) according to the method described in Example 1, Step C to give 19 mg (54%) of the title compound. ESI-MS: 582.5 (M+H); HPLC A: 2.35 min. Yields the product FC=1C=C(CC(=O)N(CC)C2CCN(CC2)C[C@H]2CN(C[C@@H]2C2=CC=CC=C2)[C@@H](C(=O)O)C2CCCCC2)C=CC1F (2-(R)-(3-(S)-(4-(N-((3,4-Difluorobenzyl)carbonyl)-N-ethylamino)-piperidin-1-yl)methyl-4-(S)-phenyl-pyrrolidin-1-yl)-2-(cyclohexyl)acetic acid). Isolated yield 54.4%. Reaction SMILES: FC(F)(F)C(O)=O.[F:8][C:9]1[CH:10]=[C:11]([CH:24]=[CH:25][C:26]=1[F:27])[CH2:12][C:13]([N:15]([CH:18]1[CH2:23][CH2:22][NH:21][CH2:20][CH2:19]1)[CH2:16][CH3:17])=[O:14].[CH:28]([C@@H:30]1[C@@H:34]([C:35]2[CH:40]=[CH:39][CH:38]=[CH:37][CH:36]=2)[CH2:33][N:32]([C@H:41]([CH:54]2[CH2:59][CH2:58][CH2:57][CH2:56][CH2:55]2)[C:42]([O:44]CC2C=CC(OC)=CC=2)=[O:43])[CH2:31]1)=O>>[F:8][C:9]1[CH:10]=[C:11]([CH:24]=[CH:25][C:26]=1[F:27])[CH2:12][C:13]([N:15]([CH:18]1[CH2:23][CH2:22][N:21]([CH2:28][C@@H:30]2[C@@H:34]([C:35]3[CH:36]=[CH:37][CH:38]=[CH:39][CH:40]=3)[CH2:33][N:32]([C@H:41]([CH:54]3[CH2:59][CH2:58][CH2:57][CH2:56][CH2:55]3)[C:42]([OH:44])=[O:43])[CH2:31]2)[CH2:20][CH2:19]1)[CH2:16][CH3:17])=[O:14] |f:0.1|. The reactants are N[C@@H](CC1=CNC2=CC=CC=C12)C(=O)OCC1=CC=CC=C1.Cl (H-Trp-OBzl.HCl), TEA, N([C@@H](CC(OC(C)(C)C)=O)C(=O)O)C(=O)OCC1C2=CC=CC=C2C2=CC=CC=C12 (Fmoc-Asp(Ot-Bu)-OH), C1CCC(CC1)N=C=NC2CCCCC2 (DCC). Run in C(Cl)Cl (methylene chloride), C(Cl)Cl (methylene chloride). Conditions: temperature 0 celsius, time 30 minute. Yields the product N([C@@H](CC(O)=O)C(=O)O)C(=O)OCC1C2=CC=CC=C2C2=CC=CC=C12 (Fmoc-Asp). Yield: 189.2%. RXN SMILES: [NH:1]([C:14]([O:16][CH2:17][CH:18]1[C:30]2[C:25](=[CH:26][CH:27]=[CH:28][CH:29]=2)[C:24]2[C:19]1=[CH:20][CH:21]=[CH:22][CH:23]=2)=[O:15])[C@H:2]([C:11]([OH:13])=[O:12])[CH2:3][C:4](=[O:10])[O:5]C(C)(C)C.C1CCC(N=C=NC2CCCCC2)CC1.N[C@H](C(OCC1C=CC=CC=1)=O)CC1C2C(=CC=CC=2)NC=1.Cl>C(Cl)Cl>[NH:1]([C:14]([O:16][CH2:17][CH:18]1[C:30]2[C:25](=[CH:26][CH:27]=[CH:28][CH:29]=2)[C:24]2[C:19]1=[CH:20][CH:21]=[CH:22][CH:23]=2)=[O:15])[C@H:2]([C:11]([OH:13])=[O:12])[CH2:3][C:4](=[O:5])[OH:10] |f:2.3|. Procedure details: 41 mg of Fmoc-Asp(Ot-Bu)-OH was dissolved in 1 ml of methylene chloride. The solution was cooled to 0° C., and then 12 mg of HONSu and 21 mg of DCC were added thereto. The mixture was stirred at 0° C. for 30 minutes. To the mixture were added 1 ml of a methylene chloride containing 33 mg of H-Trp-OBzl.HCl and 14 μl of TEA, followed by stirring at 0° C. for 3 hours. The insoluble matters were filtered off and the filtrate was washed with cold methylene chloride. The solvent was evaporated under r... Reactants: N1=CC=C(C=C1)C1=C2CC(NC2=CC=C1)=O (4-Pyridin-4-yl-1,3-dihydroindol-2-one), C(=O)C=1NC(=CC1CCC(=O)O)C (3-(2-formyl-5-methyl-1H-pyrrol-3-yl)-propionic acid). Yields the product CC1=CC(=C(N1)C=C1C(NC2=CC=CC(=C12)C1=CC=NC=C1)=O)CCC(=O)O (3-[5-Methyl-2-(2-oxo-4-pyridin-4-yl-1,2-dihydroindol-3-ylidenemethyl)-1H-pyrrol-3-yl]-propionic Acid). As a reaction SMILES: [N:1]1[CH:6]=[CH:5][C:4]([C:7]2[CH:15]=[CH:14][CH:13]=[C:12]3[C:8]=2[CH2:9][C:10](=[O:16])[NH:11]3)=[CH:3][CH:2]=1.[CH:17]([C:19]1[NH:20][C:21]([CH3:29])=[CH:22][C:23]=1[CH2:24][CH2:25][C:26]([OH:28])=[O:27])=O>>[CH3:29][C:21]1[NH:20][C:19]([CH:17]=[C:9]2[C:8]3[C:12](=[CH:13][CH:14]=[CH:15][C:7]=3[C:4]3[CH:5]=[CH:6][N:1]=[CH:2][CH:3]=3)[NH:11][C:10]2=[O:16])=[C:23]([CH2:24][CH2:25][C:26]([OH:28])=[O:27])[CH:22]=1. Procedure: 4-Pyridin-4-yl-1,3-dihydroindol-2-one was condensed with 3-(2-formyl-5-methyl-1H-pyrrol-3-yl)-propionic acid to give the title compound. Reactants: NC1=NC(=C(C(=N1)C=1OC=CC1)C#N)S(=O)C (2-amino-4-furan-2-yl-6-methanesulfinyl-pyrimidine-5-carbonitrile), OCCC1=NC=CC=C1 (2-(2-hydroxyethyl)pyridine), C1CCC2=NCCCN2CC1 (DBU). Solvent: COCCOC (DME). The product is NC1=NC(=C(C(=N1)C=1OC=CC1)C#N)OCCC1=NC=CC=C1 (2-Amino-4-furan-2-yl-6-(2-pyridin-2-yl-ethoxy)-pyrimidine-5-carbonitrile). RXN SMILES: [NH2:1][C:2]1[N:7]=[C:6]([C:8]2[O:9][CH:10]=[CH:11][CH:12]=2)[C:5]([C:13]#[N:14])=[C:4](S(C)=O)[N:3]=1.[OH:18][CH2:19][CH2:20][C:21]1[CH:26]=[CH:25][CH:24]=[CH:23][N:22]=1.C1CCN2C(=NCCC2)CC1>COCCOC>[NH2:1][C:2]1[N:7]=[C:6]([C:8]2[O:9][CH:10]=[CH:11][CH:12]=2)[C:5]([C:13]#[N:14])=[C:4]([O:18][CH2:19][CH2:20][C:21]2[CH:26]=[CH:25][CH:24]=[CH:23][N:22]=2)[N:3]=1. Reported procedure: From 2-amino-4-furan-2-yl-6-methanesulfinyl-pyrimidine-5-carbonitrile, 2-(2-hydroxyethyl)pyridine and DBU in DME. ES-MS m/e (%): 308 (M+H+, 100). The product is O=C(Cc1ccccc1)c1c[nH]c(C(=O)NCc2ccccc2)c1. As a reaction SMILES: [Cl:1][C:2]([C:3](=[O:4])[c:5]1[nH:6][cH:7][c:8]([C:10]([CH2:11][c:12]2[cH:13][cH:14][cH:15][cH:16][cH:17]2)=[O:18])[cH:9]1)([Cl:19])[Cl:20].[NH2:21][CH2:22][c:23]1[cH:24][cH:25][cH:26][cH:27][cH:28]1.[O:29]=[CH:30][N:31]([CH3:32])[CH3:33]>>[C:3](=[O:4])([c:5]1[nH:6][cH:7][c:8]([C:10]([CH2:11][c:12]2[cH:13][cH:14][cH:15][cH:16][cH:17]2)=[O:18])[cH:9]1)[NH:21][CH2:22][c:23]1[cH:24][cH:25][cH:26][cH:27][cH:28]1. The reactants are O=C(Cc1ccccc1)c1c[nH]c(C(=O)C(Cl)(Cl)Cl)c1, NCc1ccccc1, CN(C)C=O. Reaction SMILES: COC(=O)C(O)=CC(=O)N(CC1C=CC(F)=CC=1)C.C=O.[N:22]1[CH:27]=[CH:26][C:25]([CH2:28][CH2:29][NH2:30])=[CH:24][CH:23]=1.[F:31][C:32]1[CH:50]=[CH:49][C:35]([CH2:36][N:37]([CH3:48])[C:38]([C:40]2[CH2:41]N(C)[C:43](=[O:46])[C:44]=2[OH:45])=[O:39])=[CH:34][CH:33]=1>>[F:31][C:32]1[CH:50]=[CH:49][C:35]([CH2:36][N:37]([CH3:48])[C:38]([C:40]2[CH2:41][N:30]([CH2:29][CH2:28][C:25]3[CH:26]=[CH:27][N:22]=[CH:23][CH:24]=3)[C:43](=[O:46])[C:44]=2[OH:45])=[O:39])=[CH:34][CH:33]=1. Starting materials: COC(C(=CC(N(C)CC1=CC=C(C=C1)F)=O)O)=O (3-[(4-Fluoro-benzyl)-methyl-carbamoyl]-2-hydroxy-acrylic acid methyl ester), C=O (paraformaldehyde), N1=CC=C(C=C1)CCN (2-pyridin-4-yl-ethylamine), FC1=CC=C(CN(C(=O)C=2CN(C(C2O)=O)C)C)C=C1 (4-Hydroxy-1-methyl-5-oxo-2,5-dihydro-1H-pyrrole-3-carboxylic acid (4-fluoro-benzyl)-methyl amide). The product is FC1=CC=C(CN(C(=O)C=2CN(C(C2O)=O)CCC2=CC=NC=C2)C)C=C1 (4-Hydroxy-5-oxo-1-(2-pyridin-4-yl-ethyl)-2,5-dihydro-1H-pyrrole-3-carboxylic acid (4-fluoro-benzyl)-methyl-amide). Reported procedure: 3-[(4-Fluoro-benzyl)-methyl-carbamoyl]-2-hydroxy-acrylic acid methyl ester (Compound 1-D) was treated with paraformaldehyde and 2-pyridin-4-yl-ethylamine as described in the preparation of Compound 1. HRMS (M+H) calcd for C20H21FN3O3: 370.1567. found: 370.1568. 1H NMR (500 MHz, CDCl3) δ: 3.00 (s, 3), 3.23 (t, 2, J=7), 3.90 (t, 2, J=7), 4.20 (s, 2), 4.60 (s, 2), 7.03 (m, 2), 7.21 (m, 2), 7.80 (d, 2, J=6), 8.73 (d, 2, J=6). 13C NMR (125 MHz, CDCl3) δ: 34.55, 34.63, 42.47, 49.04, 51.55, 109.53, 114... The reactants are C(C)(C)N(C(C)C)CC (N,N-diisopropylethylamine), NC=1C2=C(N(N1)C(=O)OCC)C(N(C2)C(=O)OC(C)(C)C)(C)C (5-tert-Butyl 1-ethyl 3-amino-6,6-dimethyl-4,6-dihydropyrrolo[3,4-c]pyrazole-1,5-dicarboxylate), FC1=CC=C(C(=O)Cl)C=C1 (4-fluorobenzoyl chloride). Solvent: C1CCOC1 (THF), C1CCOC1 (THF). Conditions: time 5 hour. Yields the product FC1=CC=C(C(=O)NC=2C3=C(N(N2)C(=O)OCC)C(N(C3)C(=O)OC(C)(C)C)(C)C)C=C1 (5-tert-Butyl 1-ethyl 3-[(4-fluorobenzoyl)amino]-6,6-dimethyl-4,6-dihydropyrrolo[3,4-c]pyrazole-1,5-dicarboxylate). Yield: 90.9%. RXN SMILES: [NH2:1][C:2]1[C:3]2[CH2:14][N:13]([C:15]([O:17][C:18]([CH3:21])([CH3:20])[CH3:19])=[O:16])[C:12]([CH3:23])([CH3:22])[C:4]=2[N:5]([C:7]([O:9][CH2:10][CH3:11])=[O:8])[N:6]=1.C(N(CC)C(C)C)(C)C.[F:33][C:34]1[CH:42]=[CH:41][C:37]([C:38](Cl)=[O:39])=[CH:36][CH:35]=1>C1COCC1>[F:33][C:34]1[CH:42]=[CH:41][C:37]([C:38]([NH:1][C:2]2[C:3]3[CH2:14][N:13]([C:15]([O:17][C:18]([CH3:21])([CH3:20])[CH3:19])=[O:16])[C:12]([CH3:22])([CH3:23])[C:4]=3[N:5]([C:7]([O:9][CH2:10][CH3:11])=[O:8])[N:6]=2)=[O:39])=[CH:36][CH:35]=1. Procedure details: 5-tert-Butyl 1-ethyl 3-amino-6,6-dimethyl-4,6-dihydropyrrolo[3,4-c]pyrazole-1,5-dicarboxylate (2.0 g, 6.16 mmol) was dissolved in THF (40 ml), treated first with N,N-diisopropylethylamine (5.4 ml, 30.80 mmol) and then, at 0° C., with 4-fluorobenzoyl chloride (800 μl, 6.77 mmol) dissolved in THF (8 ml) dropwise. The reaction mixture was stirred at room temperature for 5 hours, concentrated and dissolved in DCM, washed with saturated sodium hydrogencarbonate aqueous solution and with brine. The or... The reactants are C(\C=C\C=C\C)(=O)O (sorbic acid), C(\C=C\C=C\C)(=O)[O-].[K+] (potassium sorbate). Solvent: O (water). Yields the product C(\C=C\C=C\C)(=O)[O-].C(\C=C\C=C\C)(=O)[O-].[K+].[K+] (potassium disorbate). Isolated yield 116.0%. Reaction SMILES: [C:1]([OH:8])(=[O:7])/[CH:2]=[CH:3]/[CH:4]=[CH:5]/[CH3:6].[C:9]([O-:16])(=[O:15])/[CH:10]=[CH:11]/[CH:12]=[CH:13]/[CH3:14].[K+:17]>O>[C:1]([O-:8])(=[O:7])/[CH:2]=[CH:3]/[CH:4]=[CH:5]/[CH3:6].[C:9]([O-:16])(=[O:15])/[CH:10]=[CH:11]/[CH:12]=[CH:13]/[CH3:14].[K+:17].[K+:17] |f:1.2,4.5.6.7|. Reported procedure: 200 g of sorbic acid are dissolved at 80° C. in a solution of 400 g of potassium sorbate in 400 ml of water. After cooling to room temperature, suction-off, washing with acetone and drying in vacuo at 50° C., there are obtained 464 g of potassium disorbate (= 99 %, calculated on sorbic acid).